describe an organic reaction: reactants, conditions, products, and yield From a dataset of the Open Reaction Database (ORD), a public repository of structured organic reaction records. Reactants: ClC1=CC(=C(N)C=C1)[N+](=O)[O-] (4-chloro-2-nitroaniline), C(=O)(C(F)(F)F)O (TFA), C(C)=O (acetaldehyde), ClC1=CC(=C(N)C=C1)[N+](=O)[O-] (4-chloro-2-nitroaniline), C(C)=O (acetaldehyde), CC(=O)O (HOAc). The solvent is N1=CC=CC=C1 (pyridine), N1=CC=CC=C1 (pyridine), CCOC(=O)C.CCCCCC (EtOAc Hexane), C1(=CC=CC=C1)C (toluene). Run at time 1 hour. The product is ClC1=CC(=C(NCC)C=C1)[N+](=O)[O-] (4-chloro-N-ethyl-2-nitroaniline). The yield is 49.8%. RXN SMILES: [Cl:1][C:2]1[CH:8]=[CH:7][C:5]([NH2:6])=[C:4]([N+:9]([O-:11])=[O:10])[CH:3]=1.[CH:12](=O)[CH3:13].CC(O)=O.C(O)(C(F)(F)F)=O>C1(C)C=CC=CC=1.N1C=CC=CC=1.CCOC(C)=O.CCCCCC>[Cl:1][C:2]1[CH:8]=[CH:7][C:5]([NH:6][CH2:12][CH3:13])=[C:4]([N+:9]([O-:11])=[O:10])[CH:3]=1 |f:6.7|. Procedure details: 4-chloro-2-nitroaniline (8.6 g; 0.05 mole), acetaldehyde (5.5 ml; 0.05 mole) and HOAc (4.0 ml; 0.1 moles) were dissolved in toluene (100 ml) and stirred for 1 hr. BH3 * pyridine (5.0 ml; 0.01 moles) was added in 1.0 ml increments. The reaction was exothermic, and the reaction progress was monitored by tlc (40%EtOAc/Hexane). Additional TFA, BH3 * pyridine and acetaldehyde were added until the tlc indicated that the 4-chloro-2-nitroaniline was consumed. The reaction mixture was washed 2X with wate... Starting materials: COC1=CC(=NC=C1[N+](=O)[O-])N1CCCC1 (4-methoxy-5-nitro-2-(pyrrolidin-1-yl)-pyridine). The reagents and catalysts are [Pd] (palladium on charcoal). Product: NC=1C(=CC(=NC1)N1CCCC1)OC (5-Amino-4-methoxy-2-(pyrrolidin-1-yl)pyridine). Isolated yield 96.3%. RXN SMILES: [CH3:1][O:2][C:3]1[C:8]([N+:9]([O-])=O)=[CH:7][N:6]=[C:5]([N:12]2[CH2:16][CH2:15][CH2:14][CH2:13]2)[CH:4]=1>[Pd]>[NH2:9][C:8]1[C:3]([O:2][CH3:1])=[CH:4][C:5]([N:12]2[CH2:16][CH2:15][CH2:14][CH2:13]2)=[N:6][CH:7]=1. Procedure: The method described in Stage 12.2 is followed, starting from 1.5 g (6.72 mmol) of 4-methoxy-5-nitro-2-(pyrrolidin-1-yl)-pyridine, obtained in Stage 6.1, and 0.15 g of palladium on charcoal at 10%. We thus obtain 1.25 g of the expected product. Reactants: ClC=1C=C(C=CC1Cl)C=CC1=CC=C(C=C1)[N+](=O)[O-] (4-[2-(3,4-dichlorophenyl)ethenyl]nitrobenzene), [H][H] (hydrogen). Reagents/catalysts: [Ni] (Raney nickel). Run in O1CCCC1 (tetrahydrofuran). Yields the product ClC=1C=C(C=CC1Cl)CCC1=CC=C(C=C1)N (4-[2-(3,4-dichlorophenyl)ethyl]benzenamine). Isolated yield 86.2%. RXN SMILES: [Cl:1][C:2]1[CH:3]=[C:4]([CH:9]=[CH:10][C:11]2[CH:16]=[CH:15][C:14]([N+:17]([O-])=O)=[CH:13][CH:12]=2)[CH:5]=[CH:6][C:7]=1[Cl:8].[H][H]>[Ni].O1CCCC1>[Cl:1][C:2]1[CH:3]=[C:4]([CH2:9][CH2:10][C:11]2[CH:12]=[CH:13][C:14]([NH2:17])=[CH:15][CH:16]=2)[CH:5]=[CH:6][C:7]=1[Cl:8]. Procedure: 4-[2-(3,4-dichlorophenyl)ethenyl]nitrobenzene (34.0 g, 116 mmol) and 2 g of Raney nickel in 510 ml of tetrahydrofuran were shaken under hydrogen at 15 psi (103.4 kPascal) until four equivalents of hydrogen were consumed. The catalyst was removed by filtration, and the resulting filtrate evaporated in vacuo to yield a residual tan solid. Recrystallization from hexane yielded 26.6 g (86%) of 4-[2-(3,4-dichlorophenyl)ethyl]benzenamine, mp 72°-74° C. Starting materials: CC(=O)OCCNc1ccc2c(=O)n(CCOC(C)=O)ccc2c1[N+](=O)[O-], ClCCl, CCO, [Cl-], [Fe], [NH4+], O. Product: CC(=O)OCCNc1ccc2c(=O)n(CCOC(C)=O)ccc2c1N. As a reaction SMILES: [C:1]([CH3:2])(=[O:3])[O:4][CH2:5][CH2:6][NH:7][c:8]1[c:9]([N+:25]([O-:26])=[O:27])[c:10]2[cH:11][cH:12][n:13]([CH2:19][CH2:20][O:21][C:22]([CH3:23])=[O:24])[c:14](=[O:18])[c:15]2[cH:16][cH:17]1.[CH2:35]([Cl:36])[Cl:37].[CH3:28][CH2:29][OH:30].[Cl-:31].[Fe:34].[NH4+:32].[OH2:33]>>[C:1]([CH3:2])(=[O:3])[O:4][CH2:5][CH2:6][NH:7][c:8]1[c:9]([NH2:25])[c:10]2[cH:11][cH:12][n:13]([CH2:19][CH2:20][O:21][C:22]([CH3:23])=[O:24])[c:14](=[O:18])[c:15]2[cH:16][cH:17]1. Starting materials: OC[C@H]1CC[C@H](CC1)NC(C1=C(N=CC(=C1)F)OC1=CC(=CC=C1)SC)=O (N-(cis-4-Hydroxymethyl-cyclohexyl)-5-fluoro-2-(3-methylsulfanyl-phenoxy)-nicotinamide), C(C)(C)O (isopropyl alcohol). Solvent: O1CCCC1 (tetrahydrofuran), O (water), OOS(=O)[O-].[K+] (oxone), O (water). Conditions: time 2 hour. Yields the product FC=1C=NC(=C(C(=O)N[C@@H]2CC[C@@H](CC2)CO)C1)OC1=CC(=CC=C1)S(=O)C (5-Fluoro-N-[Cis-4-(hydroxymethyl)cyclohexyl]-2-[3-(methylsulfinyl)phenoxy]nicotinamide). As a reaction SMILES: [OH:1][CH2:2][C@@H:3]1[CH2:8][CH2:7][C@H:6]([NH:9][C:10](=[O:27])[C:11]2[CH:16]=[C:15]([F:17])[CH:14]=[N:13][C:12]=2[O:18][C:19]2[CH:24]=[CH:23][CH:22]=[C:21]([S:25][CH3:26])[CH:20]=2)[CH2:5][CH2:4]1.C([OH:31])(C)C>O1CCCC1.O.OOS([O-])=O.[K+]>[F:17][C:15]1[CH:14]=[N:13][C:12]([O:18][C:19]2[CH:24]=[CH:23][CH:22]=[C:21]([S:25]([CH3:26])=[O:31])[CH:20]=2)=[C:11]([CH:16]=1)[C:10]([NH:9][C@H:6]1[CH2:7][CH2:8][C@@H:3]([CH2:2][OH:1])[CH2:4][CH2:5]1)=[O:27] |f:4.5|. Procedure: N-(cis-4-Hydroxymethyl-cyclohexyl)-5-fluoro-2-(3-methylsulfanyl-phenoxy)-nicotinamide (120 mg, 0.307 mmol) was dissolved in a solvent mixture of isopropyl alcohol (4 ml), tetrahydrofuran (1 ml) and water (0.5 ml) and oxone™ (132 mg, 0.215 mmol) was added. The reaction was stirred at room temperature for 2 h. The reaction mixture was diluted with water (5 ml) and extracted with dichloromethane (3×10 ml). The combined organic extracts were dried over MgSO4 and the solvent was removed under reduced...